This data is from the Open Reaction Database (ORD), a public repository of structured organic reaction records. The task is: describe an organic reaction: reactants, conditions, products, and yield Reactants: N1CCNCC1 (piperazine), O1C(C=C)C1 (3,4-epoxy-1-butene). Reagents/catalysts: [Pd] (palladium). Run in C1CCOC1 (THF). Run at time 24 hour. Product: OCC=CCN1CCN(CC1)CC=CCO (N,N'-di-(4-hydroxy-2-butenyl)-piperazine). Isolated yield 98.0%. Reaction SMILES: [NH:1]1[CH2:6][CH2:5][NH:4][CH2:3][CH2:2]1.[O:7]1[CH2:11][CH:8]1[CH:9]=[CH2:10]>C1COCC1.[Pd]>[OH:7][CH2:11][CH:8]=[CH:9][CH2:10][N:1]1[CH2:6][CH2:5][N:4]([CH2:10][CH:9]=[CH:8][CH2:11][OH:7])[CH2:3][CH2:2]1. Reported procedure: 1.23 g (14.3 mmol) of piperazine was dissolved in 20 ml of THF. 0.8 g of the polymer-bound palladium catalyst of Example 2 and 2.3 ml (28.6 mmol) 3,4-epoxy-1-butene was then added to the reaction mixture. The reaction mixture was stirred for 24 hours at room temperature. The catalyst was removed by filtration and the filtrate was concentrated at reduced pressure, resulting in a 98% yield of N,N'-di-(4-hydroxy-2-butenyl)-piperazine (1,4 adduct). None of the isomeric 1,2 adduct was detected. Starting materials: CC(C)N(CCNC(=O)n1ccnc1)C(C)C, CCNC(=O)C1OC(n2cnc3c(NCc4cccc5ccccc45)nc(CN)nc32)C(O)C1O. Product: CCNC(=O)C1OC(n2cnc3c(NCc4cccc5ccccc45)nc(CNC(=O)NCCN(C(C)C)C(C)C)nc32)C(O)C1O. RXN SMILES: [CH:36]([CH3:37])([CH3:38])[N:39]([CH2:40][CH2:41][NH:42][C:43](=[O:44])[n:45]1[cH:46][cH:47][n:48][cH:49]1)[CH:50]([CH3:51])[CH3:52].[NH2:1][CH2:2][c:3]1[n:4][c:5]([NH:24][CH2:25][c:26]2[cH:27][cH:28][cH:29][c:30]3[cH:31][cH:32][cH:33][cH:34][c:35]23)[c:6]2[n:7][cH:8][n:9]([CH:12]3[CH:13]([OH:23])[CH:14]([OH:22])[CH:15]([C:17](=[O:18])[NH:19][CH2:20][CH3:21])[O:16]3)[c:10]2[n:11]1>>[NH:1]([CH2:2][c:3]1[n:4][c:5]([NH:24][CH2:25][c:26]2[cH:27][cH:28][cH:29][c:30]3[cH:31][cH:32][cH:33][cH:34][c:35]23)[c:6]2[n:7][cH:8][n:9]([CH:12]3[CH:13]([OH:23])[CH:14]([OH:22])[CH:15]([C:17](=[O:18])[NH:19][CH2:20][CH3:21])[O:16]3)[c:10]2[n:11]1)[C:43]([NH:42][CH2:41][CH2:40][N:39]([CH:36]([CH3:37])[CH3:38])[CH:50]([CH3:51])[CH3:52])=[O:44]. Starting materials: NC=1OC2=C3C(=C(C=C2C(C1C#N)C1=CC(=C(C(=C1)OC)OC)Br)O)C=CC=C3 (2-Amino-6-hydroxy-4-(3-bromo-4,5-dimethoxy-phenyl)-4H-benzo[h]chromene-3-carbonitrile), C([O-])([O-])=O.[K+].[K+] (potassium carbonate), IC (iodomethane). Solvent: C(C)#N (acetonitril), O (water). Reaction conditions: time 1 hour. The product is NC=1OC2=C3C(=C(C=C2C(C1C#N)C1=CC(=C(C(=C1)OC)OC)Br)OC)C=CC=C3 (2-Amino-4-(3-bromo-4,5-dimethoxy-phenyl)-6-methoxy-4H-benzo[h]chromene-3-carbonitrile). The yield is 85.6%. RXN SMILES: [NH2:1][C:2]1[O:3][C:4]2[C:9]([CH:10]([C:14]3[CH:19]=[C:18]([O:20][CH3:21])[C:17]([O:22][CH3:23])=[C:16]([Br:24])[CH:15]=3)[C:11]=1[C:12]#[N:13])=[CH:8][C:7]([OH:25])=[C:6]1[CH:26]=[CH:27][CH:28]=[CH:29][C:5]=21.[C:30](=O)([O-])[O-].[K+].[K+].IC>C(#N)C.O>[NH2:1][C:2]1[O:3][C:4]2[C:9]([CH:10]([C:14]3[CH:19]=[C:18]([O:20][CH3:21])[C:17]([O:22][CH3:23])=[C:16]([Br:24])[CH:15]=3)[C:11]=1[C:12]#[N:13])=[CH:8][C:7]([O:25][CH3:30])=[C:6]1[CH:26]=[CH:27][CH:28]=[CH:29][C:5]=21 |f:1.2.3|. Procedure details: 2-Amino-6-hydroxy-4-(3-bromo-4,5-dimethoxy-phenyl)-4H-benzo[h]chromene-3-carbonitrile (9) (45 mg, 0.1 mmol) and potassium carbonate (14 mg, 0.1 mmol) were taken in dry acetonitril (5 ml) at room temperature, stirred for 1 h, charged with iodomethane (15.6 mg, 0.11 mmol) and stirred further at room temperature under LC-MS control. The reaction mixture was diluted with water (10 ml) under stirring, stirred further at room temperature for 2 h, the precipitates were collected by filtration, washed w... Starting materials: C(C)N(C(C1=CC=CC=C1)=O)CC1=C(C=CC(=C1)C(F)(F)F)B1OC(C(O1)(C)C)(C)C (N-ethyl-N-[2-(4,4,5,5-tetramethyl-[1,3,2]dioxaborolan-2-yl)-5-trifluoromethyl-benzyl]-benzamide), COC(CC1=CC(=CC(=C1)Cl)Br)=O ((3-bromo-5-chloro-phenyl)-acetic acid methyl ester). Yields the product COC(CC=1C=C(C=C(C1)Cl)C1=C(C=C(C=C1)C(F)(F)F)CN(CC)C(C1=CC=CC=C1)=O)=O ({2′-[(Benzoyl-ethyl-amino)-methyl]-5-chloro-4′-trifluoromethyl-biphenyl-3-yl}-acetic acid methyl ester). As a reaction SMILES: [CH2:1]([N:3]([CH2:12][C:13]1[CH:18]=[C:17]([C:19]([F:22])([F:21])[F:20])[CH:16]=[CH:15][C:14]=1B1OC(C)(C)C(C)(C)O1)[C:4](=[O:11])[C:5]1[CH:10]=[CH:9][CH:8]=[CH:7][CH:6]=1)[CH3:2].[CH3:32][O:33][C:34](=[O:44])[CH2:35][C:36]1[CH:41]=[C:40]([Cl:42])[CH:39]=[C:38](Br)[CH:37]=1>>[CH3:32][O:33][C:34](=[O:44])[CH2:35][C:36]1[CH:37]=[C:38]([C:14]2[CH:15]=[CH:16][C:17]([C:19]([F:21])([F:22])[F:20])=[CH:18][C:13]=2[CH2:12][N:3]([C:4](=[O:11])[C:5]2[CH:6]=[CH:7][CH:8]=[CH:9][CH:10]=2)[CH2:1][CH3:2])[CH:39]=[C:40]([Cl:42])[CH:41]=1. Reported procedure: Prepared according to the procedure described in Example 1, Step 4, using the following starting materials: N-ethyl-N-[2-(4,4,5,5-tetramethyl-[1,3,2]dioxaborolan-2-yl)-5-trifluoromethyl-benzyl]-benzamide and (3-bromo-5-chloro-phenyl)-acetic acid methyl ester.